Dataset: the Open Reaction Database (ORD), a public repository of structured organic reaction records. Task: describe an organic reaction: reactants, conditions, products, and yield Starting materials: O=C([O-])[O-], COc1cc(OC)nc(S(C)(=O)=O)n1, CN(C)C=O, O=Cc1c(O)cccc1Cl, [K+], [K+], [Na+], [OH-], O. The product is COc1cc(OC)nc(Oc2cccc(Cl)c2C=O)n1. As a reaction SMILES: [C:11](=[O:12])([O-:13])[O-:14].[CH3:17][O:18][c:19]1[n:20][c:21]([S:27]([CH3:28])(=[O:29])=[O:30])[n:22][c:23]([O:25][CH3:26])[cH:24]1.[CH3:33][N:34]([CH3:35])[CH:36]=[O:37].[Cl:1][c:2]1[cH:3][cH:4][cH:5][c:6]([OH:10])[c:7]1[CH:8]=[O:9].[K+:15].[K+:16].[Na+:32].[OH-:31].[OH2:38]>>[Cl:1][c:2]1[cH:3][cH:4][cH:5][c:6]([O:10][c:21]2[n:20][c:19]([O:18][CH3:17])[cH:24][c:23]([O:25][CH3:26])[n:22]2)[c:7]1[CH:8]=[O:9]. The reactants are BrCc1ccccc1, CN(C)C=O, COC(=O)c1ccc2nc(C)n(Cc3ccc(CO)cc3Cl)c2n1, [H-], [Na+]. Yields the product COC(=O)c1ccc2nc(C)n(Cc3ccc(COCc4ccccc4)cc3Cl)c2n1. Reaction SMILES: [Br:27][CH2:28][c:29]1[cH:30][cH:31][cH:32][cH:33][cH:34]1.[CH3:35][N:36]([CH3:37])[CH:38]=[O:39].[Cl:1][c:2]1[c:3]([CH2:4][n:5]2[c:6]([CH3:18])[n:7][c:8]3[c:9]2[n:10][c:11]([C:14](=[O:15])[O:16][CH3:17])[cH:12][cH:13]3)[cH:19][cH:20][c:21]([CH2:23][OH:24])[cH:22]1.[H-:25].[Na+:26]>>[Cl:1][c:2]1[c:3]([CH2:4][n:5]2[c:6]([CH3:18])[n:7][c:8]3[c:9]2[n:10][c:11]([C:14](=[O:15])[O:16][CH3:17])[cH:12][cH:13]3)[cH:19][cH:20][c:21]([CH2:23][O:24][CH2:28][c:29]2[cH:30][cH:31][cH:32][cH:33][cH:34]2)[cH:22]1. RXN SMILES: [Cl:1][C:2]1[CH:3]=[CH:4][C:5]2[N:6]([CH3:29])[C:7](=[O:28])[C:8]3[CH:18]=[C:17]([CH2:19][CH2:20][C:21]4[CH:26]=[CH:25][N:24]=[C:23](N)[CH:22]=4)[CH:16]=[N:15][C:9]=3[N:10]([CH2:13][CH3:14])[C:11]=2[N:12]=1.N([O-])=[O:31].[Na+]>S(=O)(=O)(O)O.O>[Cl:1][C:2]1[CH:3]=[CH:4][C:5]2[N:6]([CH3:29])[C:7](=[O:28])[C:8]3[CH:18]=[C:17]([CH2:19][CH2:20][C:21]4[CH:26]=[CH:25][N:24]=[C:23]([OH:31])[CH:22]=4)[CH:16]=[N:15][C:9]=3[N:10]([CH2:13][CH3:14])[C:11]=2[N:12]=1 |f:1.2|. The solvent is O (water), S(O)(O)(=O)=O (sulfuric acid). Product: ClC=1C=CC=2N(C(C3=C(N(C2N1)CC)N=CC(=C3)CCC3=CC(=NC=C3)O)=O)C (2-Chloro-5,11-dihydro-11-ethyl-5-methyl-8-[2-(2-hydroxypyrid-4-yl)ethyl]-6H-dipyrido[3,2-b:2',3'-e][1,4]diazepin-6-one). Reaction conditions: time 40 minute. Procedure details: The product of Example 71 (14 mg, 0.03 mmol) was dissolved in conc. sulfuric acid (0.06 mL) and water (0.5 mL), and the resultant solution was cooled to 0° C. Sodium nitrite (2.9 mg, 0.04 mmol) was added, and the reaction mixture was warmed to room temperature. After 40 min, the product was extracted with ethyl acetate and recrystallized (ethyl acetate-hexanes) afforded the title compound (4.5 mg, 32%) as beige crystals, m.p. 243°-244° C. Yield: 36.6%. The reactants are resultant solution, ClC=1C=CC=2N(C(C3=C(N(C2N1)CC)N=CC(=C3)CCC3=CC(=NC=C3)N)=O)C (2-Chloro-5,11-dihydro-11-ethyl-5-methyl-8-[2-(2-aminopyrid-4-yl)ethyl]-6H-dipyrido[3,2-b:2',3'-e][1,4]diazepin-6-one), N(=O)[O-].[Na+] (Sodium nitrite). Yields the product COc1ccc2c(C(=O)C(F)(F)F)cn(C(C)C)c2c1. The reactants are O=C([O-])[O-], CN(C)C=O, COc1ccc2c(C(=O)C(F)(F)F)c[nH]c2c1, CC(C)I, [K+], [K+]. Reaction SMILES: [C:18](=[O:19])([O-:20])[O-:21].[CH3:28][N:29]([CH3:30])[CH:31]=[O:32].[F:1][C:2]([C:3](=[O:4])[c:5]1[cH:6][nH:7][c:8]2[cH:9][c:10]([O:14][CH3:15])[cH:11][cH:12][c:13]12)([F:16])[F:17].[I:24][CH:25]([CH3:26])[CH3:27].[K+:22].[K+:23]>>[F:1][C:2]([C:3](=[O:4])[c:5]1[cH:6][n:7]([CH:25]([CH3:26])[CH3:27])[c:8]2[cH:9][c:10]([O:14][CH3:15])[cH:11][cH:12][c:13]12)([F:16])[F:17]. Reactants: C(CCCCCCCCCCC)N=C=O (dodecyl isocyanate), C(CO)O (ethylene glycol). The solvent is O1CCCC1 (tetrahydrofuran). Conditions: time 8 hour. The product is C(CCCCCCCCCCC)NC(OCCO)=O (Dodecylcarbamic acid, hydroxyethyl ester). Reaction SMILES: [CH2:1]([N:13]=[C:14]=[O:15])[CH2:2][CH2:3][CH2:4][CH2:5][CH2:6][CH2:7][CH2:8][CH2:9][CH2:10][CH2:11][CH3:12].[CH2:16]([OH:19])[CH2:17][OH:18]>O1CCCC1>[CH2:1]([NH:13][C:14](=[O:15])[O:18][CH2:17][CH2:16][OH:19])[CH2:2][CH2:3][CH2:4][CH2:5][CH2:6][CH2:7][CH2:8][CH2:9][CH2:10][CH2:11][CH3:12]. Procedure: 4.2 ml dodecyl isocyanate and 2.4 ml of ethylene glycol are combined in tetrahydrofuran at room temperature and stirred overnight at room temperature. The resultant material is evaporated under reduced pressure (<30° C.), dried in vacuo, and purified by chromatography on a silica gel column using ethyl acetate as elutant. Fractions 74-94 are combined (Rf 0.75 TLC Silica gel ethyl acetate iodine detection), evaporated under reduced pressure (<30° C.) and dried in vacuo to yield 546 mg of title pr...